Dataset: the Open Reaction Database (ORD), a public repository of structured organic reaction records. Task: describe an organic reaction: reactants, conditions, products, and yield Reactants: CN1CCNCC1, CN1CCn2cc(C(=O)O)c(=O)c3cc(F)c(F)c1c32. Yields the product CN1CCN(c2c(F)cc3c(=O)c(C(=O)O)cn4c3c2N(C)CC4)CC1. Reaction SMILES: [CH3:21][N:22]1[CH2:23][CH2:24][NH:25][CH2:26][CH2:27]1.[F:1][c:2]1[cH:3][c:4]2[c:5]3[n:6]([cH:14][c:15]([C:18](=[O:19])[OH:20])[c:16]2=[O:17])[CH2:7][CH2:8][N:9]([CH3:13])[c:10]3[c:11]1[F:12]>>[F:1][c:2]1[cH:3][c:4]2[c:5]3[n:6]([cH:14][c:15]([C:18](=[O:19])[OH:20])[c:16]2=[O:17])[CH2:7][CH2:8][N:9]([CH3:13])[c:10]3[c:11]1[N:25]1[CH2:24][CH2:23][N:22]([CH3:21])[CH2:27][CH2:26]1.